From a dataset of the Open Reaction Database (ORD), a public repository of structured organic reaction records. describe an organic reaction: reactants, conditions, products, and yield Starting materials: CN1CCOCC1 (N-methylmorpholine), CN(C)C(=[N+](C)C)ON1C2=C(C=CC=C2)N=N1.[B-](F)(F)(F)F (TBTU), Cl.CNCC(=O)N (2-(methylamino)acetamide hydrochloride), ice, C(C)C=1C=CC(=C(C1)C=1C=NC(=NC1)N1C=C(C2=CC=C(C=C12)C(=O)O)C(C)O)F (1-(5-(5-Ethyl-2-fluorophenyl)pyrimidin-2-yl)-3-(1-hydroxyethyl)-1H-indole-6-carboxylic acid). The solvent is CN(C)C=O (DMF). Reaction conditions: time 16 hour. Product: NC(CN(C(=O)C1=CC=C2C(=CN(C2=C1)C1=NC=C(C=N1)C1=C(C=CC(=C1)CC)F)C(C)O)C)=O (N-(2-Amino-2-oxoethyl)-1-(5-(5-ethyl-2-fluorophenyl)pyrimidin-2-yl)-3-(1-hydroxyethyl)-N-methyl-1H-indole-6-carboxamide). Reaction SMILES: CN1CCOCC1.CN(C(ON1N=NC2C=CC=CC1=2)=[N+](C)C)C.[B-](F)(F)(F)F.Cl.[CH3:31][NH:32][CH2:33][C:34]([NH2:36])=[O:35].[CH2:37]([C:39]1[CH:40]=[CH:41][C:42]([F:66])=[C:43]([C:45]2[CH:46]=[N:47][C:48]([N:51]3[C:59]4[C:54](=[CH:55][CH:56]=[C:57]([C:60]([OH:62])=O)[CH:58]=4)[C:53]([CH:63]([OH:65])[CH3:64])=[CH:52]3)=[N:49][CH:50]=2)[CH:44]=1)[CH3:38]>CN(C=O)C>[NH2:36][C:34](=[O:35])[CH2:33][N:32]([CH3:31])[C:60]([C:57]1[CH:58]=[C:59]2[C:54]([C:53]([CH:63]([OH:65])[CH3:64])=[CH:52][N:51]2[C:48]2[N:47]=[CH:46][C:45]([C:43]3[CH:44]=[C:39]([CH2:37][CH3:38])[CH:40]=[CH:41][C:42]=3[F:66])=[CH:50][N:49]=2)=[CH:55][CH:56]=1)=[O:62] |f:1.2,3.4|. Reported procedure: N-methylmorpholine (0.107 mL, 0.986 mmol), TBTU (0.191 g, 0.592 mmol) and 2-(methylamino)acetamide hydrochloride (0.123 g, 0.986 mmol) were added to an ice-cooled suspension of 331e) (0.2 g, 0.493 mmol) in DMF (4 mL). The reaction mixture was stirred at room temperature for 16 h and then diluted with ice-cold water. A precipitate was filtered off and dissolved in dichloromethane. The organic phase was washed with sodium hydrogen carbonate solution (20 mL) and brine (20 mL), dried over sodium sul... Reactants: FC(C(=O)OC(C(F)(F)F)=O)(F)F (trifluoroacetic anhydride), NCC1=CC(=C(S1)C#N)C (5-aminomethyl-3-methylthiophene-2-carbonitrile), ClC1=C(SC=C1)C#N (3-chloro-2-cyanothiophene), ClC1=C(SC=C1)C(=O)N (3-chlorothiophene-2-carboxamide). The product is Cl.NCC1=CC(=C(S1)C#N)Cl (5-Aminomethyl-3-chlorothiophene-2-carbonitrile hydrochloride). Reaction SMILES: [NH2:1][CH2:2][C:3]1[S:7][C:6]([C:8]#[N:9])=[C:5](C)[CH:4]=1.[Cl:11]C1C=CSC=1C#N.[Cl:19]C1C=CSC=1C(N)=O.FC(F)(F)C(OC(=O)C(F)(F)F)=O>>[ClH:11].[NH2:1][CH2:2][C:3]1[S:7][C:6]([C:8]#[N:9])=[C:5]([Cl:19])[CH:4]=1 |f:4.5|. Reported procedure: This compound was prepared in analogy to 5-aminomethyl-3-methylthiophene-2-carbonitrile, preparing the 3-chloro-2-cyanothiophene used by dehydration of 3-chlorothiophene-2-carboxamide with trifluoroacetic anhydride. Starting materials: solution, C1(=CC=CC=C1)NC(=O)OCC.OC1=C(C(C(=O)O)C)C=CC(=C1)C (2-hydroxy-4-methyl-hydratropic acid phenylurethane), [H][H] (hydrogen). The reagents and catalysts are [Pd] (palladium-on-charcoal). The solvent is C(C)(=O)O (acetic acid). The product is CC1=CC=C(C(C(=O)O)C)C=C1 (4-methyl-hydratropic acid). The yield is 67.0%. As a reaction SMILES: C1(NC(OCC)=O)C=CC=CC=1.O[C:14]1[CH:24]=[C:23]([CH3:25])[CH:22]=[CH:21][C:15]=1[CH:16]([CH3:20])[C:17]([OH:19])=[O:18].[H][H]>C(O)(=O)C.[Pd]>[CH3:25][C:23]1[CH:22]=[CH:21][C:15]([CH:16]([CH3:20])[C:17]([OH:19])=[O:18])=[CH:14][CH:24]=1 |f:0.1|. Procedure: 3 g. of 2-hydroxy-4-methyl-hydratropic acid phenylurethane are dissolved in acetic acid. To the solution 0.4 g. of a 5% palladium-on-charcoal catalystand the mixture is hydrogenated at 25° C. until the calculated amount of hydrogen is used up. The catalyst is filtered off and the filtrate is evaporated. The residue is admixed with a 10% aqueous hydrochloric acid solution and the separated oil is extracted with chloroform. The chloroform solution is dried over sodium sulphate and evaporated. 1.1 ... The reactants are CCCNC(=O)Nc1ccc(Oc2ccnc3cc(OCCBr)c(OC)cc23)cc1Cl, O=C([O-])[O-], CNCCO, CN(C)C=O, [K+], [K+], O. Yields the product CCCNC(=O)Nc1ccc(Oc2ccnc3cc(OCCN(C)CCO)c(OC)cc23)cc1Cl. As a reaction SMILES: [Br:1][CH2:2][CH2:3][O:4][c:5]1[c:6]([O:30][CH3:31])[cH:7][c:8]2[c:9]([O:15][c:16]3[cH:17][c:18]([Cl:29])[c:19]([NH:22][C:23](=[O:24])[NH:25][CH2:26][CH2:27][CH3:28])[cH:20][cH:21]3)[cH:10][cH:11][n:12][c:13]2[cH:14]1.[C:32](=[O:33])([O-:34])[O-:35].[CH3:38][NH:39][CH2:40][CH2:41][OH:42].[CH3:44][N:45]([CH3:46])[CH:47]=[O:48].[K+:36].[K+:37].[OH2:43]>>[CH2:2]([CH2:3][O:4][c:5]1[c:6]([O:30][CH3:31])[cH:7][c:8]2[c:9]([O:15][c:16]3[cH:17][c:18]([Cl:29])[c:19]([NH:22][C:23](=[O:24])[NH:25][CH2:26][CH2:27][CH3:28])[cH:20][cH:21]3)[cH:10][cH:11][n:12][c:13]2[cH:14]1)[N:39]([CH3:38])[CH2:40][CH2:41][OH:42]. The reactants are O=C([O-])O, ClC(Cl)Cl, S=C(Cl)Cl, [K+], CC1CCN(c2cc3nc(C(C)(C)C)sc3cc2N)CC1. The product is CC1CCN(c2cc3nc(C(C)(C)C)sc3cc2N=C=S)CC1. Reaction SMILES: [C:22](=[O:23])([OH:24])[O-:25].[CH:31]([Cl:32])([Cl:33])[Cl:34].[Cl:27][C:28]([Cl:29])=[S:30].[K+:26].[NH2:1][c:2]1[cH:3][c:4]2[c:5]([n:6][c:7]([C:9]([CH3:10])([CH3:11])[CH3:12])[s:8]2)[cH:13][c:14]1[N:15]1[CH2:16][CH2:17][CH:18]([CH3:21])[CH2:19][CH2:20]1>>[N:1]([c:2]1[cH:3][c:4]2[c:5]([n:6][c:7]([C:9]([CH3:10])([CH3:11])[CH3:12])[s:8]2)[cH:13][c:14]1[N:15]1[CH2:16][CH2:17][CH:18]([CH3:21])[CH2:19][CH2:20]1)=[C:28]=[S:30]. The reactants are C(=O)C=1C=C(OC(C(=O)OC)C)C=CC1 (methyl 2-(3-formylphenoxy)propionate), [H][H] (hydrogen). The reagents and catalysts are [Pd] (palladium on carbon). The solvent is C(C)(=O)OCC (ethyl acetate). The product is OCC=1C=C(OC(C(=O)OC)C)C=CC1 (methyl 2-[3-(hydroxymethyl)phenoxy]propionate). The yield is 62.3%. RXN SMILES: [CH:1]([C:3]1[CH:4]=[C:5]([CH:13]=[CH:14][CH:15]=1)[O:6][CH:7]([CH3:12])[C:8]([O:10][CH3:11])=[O:9])=[O:2].[H][H]>[Pd].C(OCC)(=O)C>[OH:2][CH2:1][C:3]1[CH:4]=[C:5]([CH:13]=[CH:14][CH:15]=1)[O:6][CH:7]([CH3:12])[C:8]([O:10][CH3:11])=[O:9]. Procedure: Into 100 ml of ethyl acetate was dissolved 5.09 g of methyl 2-(3-formylphenoxy)propionate; 0.57 g of 10% palladium on carbon was added; the mixture was stirred for 30 minutes in a hydrogen atmosphere at atmospheric pressure. The reaction solution was filtered; the filtrate was concentrated and the residue was subjected to silica gel column chromatography to give 3.20 g of methyl 2-[3-(hydroxymethyl)phenoxy]propionate. Starting materials: S(=O)(Cl)Cl (thionyl chloride), ClC1=CC=C(C=C1)C1=NSC=C1C(=O)O (3-(4-chlorophenyl)-1,2-thiazole-4-carboxylic acid), C(C)O (ethanol). Run at temperature 90 celsius, time 6 hour. The product is ClC1=CC=C(C=C1)C1=NSC=C1C(=O)OCC (Ethyl 3-(4-chlorophenyl)-1,2-thiazole-4-carboxylate). As a reaction SMILES: S(Cl)(Cl)=O.[Cl:5][C:6]1[CH:11]=[CH:10][C:9]([C:12]2[C:16]([C:17]([OH:19])=[O:18])=[CH:15][S:14][N:13]=2)=[CH:8][CH:7]=1.[CH2:20](O)[CH3:21]>>[Cl:5][C:6]1[CH:7]=[CH:8][C:9]([C:12]2[C:16]([C:17]([O:19][CH2:20][CH3:21])=[O:18])=[CH:15][S:14][N:13]=2)=[CH:10][CH:11]=1. Procedure: Into a 50-mL round-bottom flask, was placed ethanol (10 mL), thionyl chloride (440 mg, 3.70 mmol, 1.00 equiv), 3-(4-chlorophenyl)-1,2-thiazole-4-carboxylic acid (860 mg, 3.69 mmol, 1.00 equiv). The resulting solution was stirred for 6 h at 90° C. in an oil bath. The resulting mixture was concentrated under vacuum and taken up in 150 mL of dichloromethane, washed with 1×30 mL of brine. The solution was dried over anhydrous sodium sulfate and concentrated under vacuum. This resulted in 0.72 g (75%...